This data is from the Open Reaction Database (ORD), a public repository of structured organic reaction records. The task is: describe an organic reaction: reactants, conditions, products, and yield The reactants are CO, C=Cc1ccc(OC)c(OC)c1, [H][H], [Pd]. Yields the product CCc1ccc(OC)c(OC)c1. Reaction SMILES: [CH3:16][OH:17].[CH3:1][O:2][c:3]1[cH:4][c:5]([CH:6]=[CH2:7])[cH:8][cH:9][c:10]1[O:11][CH3:12].[H:13][H:14].[Pd:15]>>[CH3:1][O:2][c:3]1[cH:4][c:5]([CH2:6][CH3:7])[cH:8][cH:9][c:10]1[O:11][CH3:12].